From a dataset of the Open Reaction Database (ORD), a public repository of structured organic reaction records. describe an organic reaction: reactants, conditions, products, and yield Reactants: O.NN (hydrazine hydrate), [N+](=O)([O-])C1=C(C=CN2CCCC2)C(=C(C=C1)OC)Cl (2-nitro-5-methoxy-6-chloro-β-pyrrolidinostyrene), O.NN (hydrazine hydrate). Reagents/catalysts: [Ni] (Raney nickel). Solvent: C1=CC=CC=C1 (benzene). Reaction conditions: time 30 minute. Product: ClC1=C2C=CNC2=CC=C1OC (4-chloro-5-methoxyindole). The yield is 83.9%. As a reaction SMILES: [N+]([C:4]1[CH:16]=[CH:15][C:14]([O:17][CH3:18])=[C:13]([Cl:19])[C:5]=1[CH:6]=[CH:7][N:8]1CCCC1)([O-])=O.O.NN>C1C=CC=CC=1.[Ni]>[Cl:19][C:13]1[C:14]([O:17][CH3:18])=[CH:15][CH:16]=[C:4]2[C:5]=1[CH:6]=[CH:7][NH:8]2 |f:1.2|. Procedure details: A solution of 2-nitro-5-methoxy-6-chloro-β-pyrrolidinostyrene (5.28 g, 18.7 mmol) in benzene (100 ml) was stirred under nitrogen at 20° C. Raney nickel (0.50 ml) was added, followed by hydrazine hydrate (1.6 ml). After 30 minutes, more hydrazine hydrate was added (1.6 ml), and the mixture was stirred for a further 11/2 hours. After filtration through celite, the filtrate was evaporated to dryness to leave a dark yellow crystalline residue, which was purified by chromatography (SiO2 ; CHCl3), the... Reactants: CCC(=O)OC1C(COC(C)=O)OC(n2cc3c4c(cn[nH]c(=O)c4c(=O)n3C(=O)OC(C)(C)C)n2)C1OC(C)=O, ClCCl, O=C(O)C(F)(F)F. The product is CCC(=O)OC1C(COC(C)=O)OC(n2cc3[nH]c(=O)c4c(=O)[nH]ncc(n2)c34)C1OC(C)=O. As a reaction SMILES: [C:1]([O:2][C:3](=[O:4])[n:8]1[c:9](=[O:41])[c:10]2[c:11](=[O:40])[nH:12][n:13][cH:14][c:15]3[c:16]2[c:17]1[cH:18][n:19]([CH:21]1[CH:22]([O:23][C:24]([CH3:25])=[O:26])[CH:27]([O:28][C:29]([CH2:30][CH3:31])=[O:32])[CH:33]([CH2:35][O:36][C:37]([CH3:38])=[O:39])[O:34]1)[n:20]3)([CH3:5])([CH3:6])[CH3:7].[Cl:49][CH2:50][Cl:51].[F:42][C:43]([F:44])([F:45])[C:46]([OH:47])=[O:48]>>[nH:8]1[c:9](=[O:41])[c:10]2[c:11](=[O:40])[nH:12][n:13][cH:14][c:15]3[c:16]2[c:17]1[cH:18][n:19]([CH:21]1[CH:22]([O:23][C:24]([CH3:25])=[O:26])[CH:27]([O:28][C:29]([CH2:30][CH3:31])=[O:32])[CH:33]([CH2:35][O:36][C:37]([CH3:38])=[O:39])[O:34]1)[n:20]3. Reactants: CS(=O)(=O)OCC(COCCCCCCCCCCCCC1CCCCC1)OC (2-methoxy-3-(12-cyclohexyldodecyloxy)propyl methanesulfonate), Cl (hydrochloric acid), C[O-].[Na+] (sodium methoxide), SCCCO (3-mercaptopropanol), [BH4-].[Na+] (sodium borohydride). Run in O1CCCC1 (tetrahydrofuran), CO (methanol). Yields the product OCCCSCC(COCCCCCCCCCCCCC1CCCCC1)OC (2-methoxy-3-(12-cyclohexyldodecyloxy)propyl 3-hydroxypropyl sulfide). The yield is 99.0%. Reaction SMILES: C[O-].[Na+].[SH:4][CH2:5][CH2:6][CH2:7][OH:8].[BH4-].[Na+].CS(O[CH2:16][CH:17]([O:38][CH3:39])[CH2:18][O:19][CH2:20][CH2:21][CH2:22][CH2:23][CH2:24][CH2:25][CH2:26][CH2:27][CH2:28][CH2:29][CH2:30][CH2:31][CH:32]1[CH2:37][CH2:36][CH2:35][CH2:34][CH2:33]1)(=O)=O.Cl>O1CCCC1.CO>[OH:8][CH2:7][CH2:6][CH2:5][S:4][CH2:16][CH:17]([O:38][CH3:39])[CH2:18][O:19][CH2:20][CH2:21][CH2:22][CH2:23][CH2:24][CH2:25][CH2:26][CH2:27][CH2:28][CH2:29][CH2:30][CH2:31][CH:32]1[CH2:37][CH2:36][CH2:35][CH2:34][CH2:33]1 |f:0.1,3.4|. Procedure details: To 90 ml of a methanol solution of sodium methoxide (1 M solution) are added 8.82 g of 3-mercaptopropanol and 1.5 g of sodium borohydride, to which a solution of 10.4 g of 2-methoxy-3-(12-cyclohexyldodecyloxy)propyl methanesulfonate in 120 ml of tetrahydrofuran is added dropwise at room temperature with stirring under nitrogen streams. The reaction mixture, after being stirred at room temperature overnight, is acidified with hydrochloric acid. The methanol is distilled off under reduced pressure... The reactants are BrC(C(=O)OCC)CC(=O)OCC (diethyl α-bromo-succinate), C(CCCCCCCCCCC)NCCCC (n-dodecylbutylamine), ice hydrochloric acid, aqueous solution, [OH-].[Na+] (sodium hydroxide), C1(CCCCC1)N=C=NC1CCCCC1 (dicyclohexylcarbodiimide), OC1=C(C=C(C2=CC=CC=C12)O)C(=O)O (1,4-dihydroxy-2-naphthoic acid). Run in CN(C)C=O (DMF), O1CCOCC1 (dioxane), CN(C)C=O (DMF). Conditions: time 3.5 hour. Yields the product C1(CCCCC1)NC(NC1CCCCC1)=O (dicyclohexyl urea). Reaction SMILES: [OH:1]C1C2C(=CC=CC=2)C(O)=CC=1C(O)=O.[OH-].[Na+].BrC(CC(OCC)=O)C(OCC)=O.C(NCCCC)CCCCCCCCCCC.[CH:48]1([N:54]=[C:55]=[N:56][CH:57]2[CH2:62][CH2:61][CH2:60][CH2:59][CH2:58]2)[CH2:53][CH2:52][CH2:51][CH2:50][CH2:49]1>CN(C=O)C.O1CCOCC1>[CH:57]1([NH:56][C:55](=[O:1])[NH:54][CH:48]2[CH2:49][CH2:50][CH2:51][CH2:52][CH2:53]2)[CH2:62][CH2:61][CH2:60][CH2:59][CH2:58]1 |f:1.2|. Reported procedure: 0.05 mole of 1,4-dihydroxy-2-naphthoic acid was dissolved in 70 ml of DMF, and 10 ml of a 40% aqueous solution of sodium hydroxide was added dropwise to the solution while introducing nitrogen gas. Then, 0.05 mole of diethyl α-bromo-succinate dissolved in 15 ml of DMF was added dropwise, and the reaction was conducted at 50° C. for 3 to 4 hours under agitation. After completion of the reaction, the reaction mixture was poured into ice-hydrochloric acid, and crystals were recovered by filtration ...